From a dataset of the Open Reaction Database (ORD), a public repository of structured organic reaction records. describe an organic reaction: reactants, conditions, products, and yield The reactants are BrBr (bromine), Br.O1N=C(C2=C1C=CC=C2)CC(=O)OC2CCN(CC2)C (1-methyl-4-piperidyl 1,2-benzisoxazole-3-acetate hydrobromide). The solvent is C(C)(=O)O (acetic acid), O (water), C(C)(=O)O (acetic acid). Conditions: temperature 60 celsius, time 40 minute. The product is Br.BrC(C(=O)OC1CCN(CC1)C)C1=NOC2=C1C=CC=C2 (1-methyl-4-piperidyl 2-bromo-2-(1,2-benzisoxazol-3-yl)acetate hydrobromide). The yield is 87.3%. As a reaction SMILES: [Br:1]Br.[BrH:3].[O:4]1[C:8]2[CH:9]=[CH:10][CH:11]=[CH:12][C:7]=2[C:6]([CH2:13][C:14]([O:16][CH:17]2[CH2:22][CH2:21][N:20]([CH3:23])[CH2:19][CH2:18]2)=[O:15])=[N:5]1>C(O)(=O)C.O>[BrH:1].[Br:3][CH:13]([C:6]1[C:7]2[CH:12]=[CH:11][CH:10]=[CH:9][C:8]=2[O:4][N:5]=1)[C:14]([O:16][CH:17]1[CH2:18][CH2:19][N:20]([CH3:23])[CH2:21][CH2:22]1)=[O:15] |f:1.2,5.6|. Reported procedure: A solution of bromine (1.48 g) in glacial acetic acid (3 ml) was added dropwise with stirring to a solution of 1-methyl-4-piperidyl 1,2-benzisoxazole-3-acetate hydrobromide (3.0 g) in glacial acetic acid (6 ml). After the reaction mixture was stirred for 40 minutes at 60° C., it was diluted with water (100 ml) and extracted with two 100-ml portions of chloroform. The chloroform solution was dried over anhydrous sodium sulfate and evaporated to give crude 1-methyl-4-piperidyl 2-bromo-2-(1,2-benzi... Starting materials: CC(C)(C)OC(=O)N1CCNc2ccccc21, CC(C)(C)P(C(C)(C)C)C(C)(C)C, CC(=O)[O-], CC(=O)[O-], O=C(OCc1ccccc1)N1CCN(c2ccc(Br)cc2)CC1, CC(C)(C)[O-], Cc1ccccc1C, [Na+], [Pd+2]. The product is CC(C)(C)OC(=O)N1CCN(c2ccc(N3CCN(C(=O)OCc4ccccc4)CC3)cc2)c2ccccc21. RXN SMILES: [C:24]([CH3:25])([CH3:26])([CH3:27])[O:28][C:29](=[O:30])[N:31]1[CH2:32][CH2:33][NH:34][c:35]2[cH:36][cH:37][cH:38][cH:39][c:40]21.[C:47]([P:48]([C:49]([CH3:50])([CH3:51])[CH3:52])[C:53]([CH3:54])([CH3:55])[CH3:56])([CH3:57])([CH3:58])[CH3:59].[C:60]([O-:61])(=[O:62])[CH3:63].[C:65]([O-:66])(=[O:67])[CH3:68].[CH2:1]([c:2]1[cH:3][cH:4][cH:5][cH:6][cH:7]1)[O:8][C:9](=[O:10])[N:11]1[CH2:12][CH2:13][N:14]([c:17]2[cH:18][cH:19][c:20]([Br:23])[cH:21][cH:22]2)[CH2:15][CH2:16]1.[CH3:41][C:42]([CH3:43])([O-:44])[CH3:45].[CH3:69][c:70]1[c:71]([CH3:72])[cH:73][cH:74][cH:75][cH:76]1.[Na+:46].[Pd+2:64]>>[CH2:1]([c:2]1[cH:3][cH:4][cH:5][cH:6][cH:7]1)[O:8][C:9](=[O:10])[N:11]1[CH2:12][CH2:13][N:14]([c:17]2[cH:18][cH:19][c:20]([N:34]3[CH2:33][CH2:32][N:31]([C:29]([O:28][C:24]([CH3:25])([CH3:26])[CH3:27])=[O:30])[c:40]4[c:35]3[cH:36][cH:37][cH:38][cH:39]4)[cH:21][cH:22]2)[CH2:15][CH2:16]1.